This data is from the Open Reaction Database (ORD), a public repository of structured organic reaction records. The task is: describe an organic reaction: reactants, conditions, products, and yield Reactants: O=C([O-])[O-], CCc1c(F)cnc(Cl)c1C(=O)O, CCOC(=O)c1cc(F)cnc1Cl, CSc1cccc(O)c1, [Cs+], [Cs+], C1COCCO1. Yields the product CCOC(=O)c1cc(F)cnc1Oc1cccc(SC)c1. As a reaction SMILES: [C:36](=[O:37])([O-:38])[O-:39].[CH2:14]([c:15]1[c:16]([F:17])[cH:18][n:19][c:20]([Cl:21])[c:22]1[C:23]([OH:24])=[O:25])[CH3:26].[CH2:1]([CH3:2])[O:3][C:4]([c:5]1[c:6]([Cl:12])[n:7][cH:8][c:9]([F:11])[cH:10]1)=[O:13].[CH3:27][S:28][c:29]1[cH:30][c:31]([OH:35])[cH:32][cH:33][cH:34]1.[Cs+:40].[Cs+:41].[O:42]1[CH2:43][CH2:44][O:45][CH2:46][CH2:47]1>>[CH2:1]([CH3:2])[O:3][C:4]([c:5]1[c:6]([O:35][c:31]2[cH:30][c:29]([S:28][CH3:27])[cH:34][cH:33][cH:32]2)[n:7][cH:8][c:9]([F:11])[cH:10]1)=[O:13]. The reactants are CCOC(=O)c1ccc2c(c1)CC(C)(C)C(c1ccccc1)N2, CO, Cl, [Na+], C1CCOC1, [OH-], O. The product is CC1(C)Cc2cc(C(=O)O)ccc2NC1c1ccccc1. Reaction SMILES: [CH2:1]([CH3:2])[O:3][C:4](=[O:5])[c:6]1[cH:7][c:8]2[c:13]([cH:14][cH:15]1)[NH:12][CH:11]([c:16]1[cH:17][cH:18][cH:19][cH:20][cH:21]1)[C:10]([CH3:22])([CH3:23])[CH2:9]2.[CH3:27][OH:28].[ClH:26].[Na+:25].[O:29]1[CH2:30][CH2:31][CH2:32][CH2:33]1.[OH-:24].[OH2:34]>>[O:3]=[C:4]([OH:5])[c:6]1[cH:7][c:8]2[c:13]([cH:14][cH:15]1)[NH:12][CH:11]([c:16]1[cH:17][cH:18][cH:19][cH:20][cH:21]1)[C:10]([CH3:22])([CH3:23])[CH2:9]2. Reactants: CC#N, N#Cc1ccc(N)cc1, O, Cc1ccc(S(=O)(=O)Cl)cc1, c1ccncc1. Yields the product Cc1ccc(S(=O)(=O)Nc2ccc(C#N)cc2)cc1. RXN SMILES: [CH3:28][C:29]#[N:30].[NH2:1][c:2]1[cH:3][cH:4][c:5]([C:6]#[N:7])[cH:8][cH:9]1.[OH2:21].[c:10]1([CH3:20])[cH:11][cH:12][c:13]([S:16](=[O:17])(=[O:18])[Cl:19])[cH:14][cH:15]1.[cH:22]1[cH:23][cH:24][n:25][cH:26][cH:27]1>>[NH:1]([c:2]1[cH:3][cH:4][c:5]([C:6]#[N:7])[cH:8][cH:9]1)[S:16]([c:13]1[cH:12][cH:11][c:10]([CH3:20])[cH:15][cH:14]1)(=[O:17])=[O:18]. Starting materials: ClC1=CC=C(C=C1)CC(=O)N1C(OC[C@H]1C(C)C)=O ((4R)-3-[(4-chlorophenyl)acetyl]-4-isopropyl-1,3-oxazolidin-2-one), solution, C[Si](C)(C)[N-][Si](C)(C)C.[Na+] (NaHMDS), CC(=O)O (HOAc). Run in C1CCOC1 (THF), C1CCOC1 (THF), CCOCC (ether). Conditions: temperature -78 celsius, time 1 hour. Product: ClC1=CC=C(C=C1)[C@H](C(=O)N1C(OC[C@H]1C(C)C)=O)C ((4R)-3-[(2R)-2-(4-chlorophenyl)propanoyl]-4-isopropyl-1,3-oxazolidin-2-one). The yield is 54.0%. Reaction SMILES: [Cl:1][C:2]1[CH:7]=[CH:6][C:5]([CH2:8][C:9]([N:11]2[C@H:15]([CH:16]([CH3:18])[CH3:17])[CH2:14][O:13][C:12]2=[O:19])=[O:10])=[CH:4][CH:3]=1.[CH3:20][Si]([N-][Si](C)(C)C)(C)C.[Na+].CC(O)=O>C1COCC1.CCOCC>[Cl:1][C:2]1[CH:7]=[CH:6][C:5]([C@@H:8]([CH3:20])[C:9]([N:11]2[C@H:15]([CH:16]([CH3:17])[CH3:18])[CH2:14][O:13][C:12]2=[O:19])=[O:10])=[CH:4][CH:3]=1 |f:1.2|. Procedure details: To a solution of (4R)-3-[(4-chlorophenyl)acetyl]-4-isopropyl-1,3-oxazolidin-2-one (2.80 g, 9.96 mmol) in dry THF (80 mL) at −78° C. under argon, was added dropwise 1.0M solution of NaHMDS in THF (11.0 mL, 11.0 mmol) over a period of 10 min. After stirring at −78° C. for 1 h, Mel (1.9 mL, 30.0 mmol) was added. The resulting reaction mixture was stirred at −78° C. for 1 h and −40° C. for 2 h, quenched with HOAc (30.0 mmol) in ether (20 mL), filtered over celite. The filtrate was concentrated in va... Reactants: C1CCOC1, Cn1c(-c2ccnc(S(C)(=O)=O)n2)c(-c2ccc(F)cc2)c(=O)n1C, [H-], [Na+], Oc1ccccc1. The product is Cn1c(-c2ccnc(Oc3ccccc3)n2)c(-c2ccc(F)cc2)c(=O)n1C. Reaction SMILES: [CH2:35]1[O:36][CH2:37][CH2:38][CH2:39]1.[F:10][c:11]1[cH:12][cH:13][c:14](-[c:17]2[c:18](=[O:34])[n:19]([CH3:33])[n:20]([CH3:32])[c:21]2-[c:22]2[n:23][c:24]([S:28]([CH3:29])(=[O:30])=[O:31])[n:25][cH:26][cH:27]2)[cH:15][cH:16]1.[H-:8].[Na+:9].[OH:1][c:2]1[cH:3][cH:4][cH:5][cH:6][cH:7]1>>[O:1]([c:2]1[cH:3][cH:4][cH:5][cH:6][cH:7]1)[c:24]1[n:23][c:22](-[c:21]2[c:17](-[c:14]3[cH:13][cH:12][c:11]([F:10])[cH:16][cH:15]3)[c:18](=[O:34])[n:19]([CH3:33])[n:20]2[CH3:32])[cH:27][cH:26][n:25]1. Reactants: N(=C=O)CCC=1C=C(C=CC1)C1=NN(C=N1)C1=CC=C(C=C1)OC(F)(F)F (3-(3-(2-isocyanatoethyl)phenyl)-1-(4-(trifluoromethoxy)phenyl)-1H-1,2,4-triazole), C(C)C1=C(C(=CC=C1)C)NC(=S)N (1-(2-ethyl-6-methylphenyl)thiourea). Product: C(C)C1=C(C(=CC=C1)C)NC(=S)NC(=O)NCCC1=CC(=CC=C1)C1=NN(C=N1)C1=CC=C(C=C1)OC(F)(F)F (1-[(2-ethyl-6-methyl-phenyl)carbamothioyl]-3-[2-[3-[1-[4-(trifluoromethoxy)phenyl]-1H-1,2,4-triazol-3-yl]phenyl]ethyl]urea), solid. Yield: 45.0%. As a reaction SMILES: [N:1]([CH2:4][CH2:5][C:6]1[CH:7]=[C:8]([C:12]2[N:16]=[CH:15][N:14]([C:17]3[CH:22]=[CH:21][C:20]([O:23][C:24]([F:27])([F:26])[F:25])=[CH:19][CH:18]=3)[N:13]=2)[CH:9]=[CH:10][CH:11]=1)=[C:2]=[O:3].[CH2:28]([C:30]1[CH:35]=[CH:34][CH:33]=[C:32]([CH3:36])[C:31]=1[NH:37][C:38]([NH2:40])=[S:39])[CH3:29]>>[CH2:28]([C:30]1[CH:35]=[CH:34][CH:33]=[C:32]([CH3:36])[C:31]=1[NH:37][C:38]([NH:40][C:2]([NH:1][CH2:4][CH2:5][C:6]1[CH:11]=[CH:10][CH:9]=[C:8]([C:12]2[N:16]=[CH:15][N:14]([C:17]3[CH:22]=[CH:21][C:20]([O:23][C:24]([F:26])([F:25])[F:27])=[CH:19][CH:18]=3)[N:13]=2)[CH:7]=1)=[O:3])=[S:39])[CH3:29]. Procedure details: The title compound was prepared as described in Example 75 using 3-(3-(2-isocyanatoethyl)phenyl)-1-(4-(trifluoromethoxy)phenyl)-1H-1,2,4-triazole (CA44) and 1-(2-ethyl-6-methylphenyl)thiourea (CA39) isolated as a white solid (0.137 g, 45%): 1H NMR (400 MHz, DMSO-d6) δ 11.58 (s, 1H), 10.13 (s, 1H), 9.42 (s, 1H), 8.16-8.05 (m, 2H), 8.05-7.96 (m, 2H), 7.62 (ddd, J=7.9, 2.0, 1.0 Hz, 2H), 7.49 (t, J=7.6 Hz, 1H), 7.39 (dt, J=7.7, 1.4 Hz, 1H), 7.21-7.12 (m, 1H), 7.13-7.05 (m, 2H), 7.00 (t, J=5.7 Hz, 1H... The reactants are Cl.COC1=CC2=C(OC=C2CCCN2CCN(CC2)C2=NC=NC=C2OC)C=C1 (1-[3-(5-methoxybenzo[b]furan-3-yl)propyl]-4-(5-methoxy-4-pyrimidinyl)piperazine hydrochloride), S(=O)(=O)(C1=CC=C(C)C=C1)OCCCC=1C2=C(OC1)C=CC(=C2)OC (5-methoxy-3-benzo[b]furanpropanol tosylate), COC=1C(=NC=CC1)N1CCNCC1 (1-(3-methoxy-2-pyridinyl)piperazine). Yields the product Cl.COC1=CC2=C(OC=C2CCCN2CCN(CC2)C2=NC=CC=C2OCC)C=C1 (1-[3-(5-methoxybenzo[b]furan-3-yl)propyl]-4-(3-ethoxy-2-pyridinyl)piperazine hydrochloride). Reaction SMILES: [ClH:1].[CH3:2]OC1C=CC2OC=C(CCCN3CCN(C4C(OC)=CN=CN=4)CC3)C=2C=1.S(O[CH2:41][CH2:42][CH2:43][C:44]1[C:45]2[CH:52]=[C:51]([O:53][CH3:54])[CH:50]=[CH:49][C:46]=2[O:47][CH:48]=1)(C1C=CC(C)=CC=1)(=O)=O.[CH3:55][O:56][C:57]1[C:58]([N:63]2[CH2:68][CH2:67][NH:66][CH2:65][CH2:64]2)=[N:59][CH:60]=[CH:61][CH:62]=1>>[ClH:1].[CH3:54][O:53][C:51]1[CH:50]=[CH:49][C:46]2[O:47][CH:48]=[C:44]([CH2:43][CH2:42][CH2:41][N:66]3[CH2:67][CH2:68][N:63]([C:58]4[C:57]([O:56][CH2:55][CH3:2])=[CH:62][CH:61]=[CH:60][N:59]=4)[CH2:64][CH2:65]3)[C:45]=2[CH:52]=1 |f:0.1,4.5|. Procedure details: The title compound was prepared (0.69 g, 75%, mp 174°-176° C.) in a manner analogous to the preparation of 1-[3-(5-methoxybenzo[b]furan-3-yl)propyl]-4-(5-methoxy-4-pyrimidinyl)piperazine hydrochloride (Example 39) by the reaction of 5-methoxy-3-benzo[b]furanpropanol tosylate with 1-(3-methoxy-2-pyridinyl)piperazine. The reactants are CC1(C)CC(c2ccccc2N)Nc2ccc(Cl)cc21, ClCCl, O=S(=O)(Cl)c1cccc(F)c1, c1ccncc1. Yields the product CC1(C)CC(c2ccccc2NS(=O)(=O)c2cccc(F)c2)Nc2ccc(Cl)cc21. RXN SMILES: [Cl:1][c:2]1[cH:3][c:4]2[c:9]([cH:10][cH:11]1)[NH:8][CH:7]([c:12]1[c:13]([NH2:14])[cH:15][cH:16][cH:17][cH:18]1)[CH2:6][C:5]2([CH3:19])[CH3:20].[Cl:38][CH2:39][Cl:40].[F:27][c:28]1[cH:29][c:30]([S:34](=[O:35])(=[O:36])[Cl:37])[cH:31][cH:32][cH:33]1.[cH:21]1[cH:22][cH:23][n:24][cH:25][cH:26]1>>[Cl:1][c:2]1[cH:3][c:4]2[c:9]([cH:10][cH:11]1)[NH:8][CH:7]([c:12]1[c:13]([NH:14][S:34]([c:30]3[cH:29][c:28]([F:27])[cH:33][cH:32][cH:31]3)(=[O:35])=[O:36])[cH:15][cH:16][cH:17][cH:18]1)[CH2:6][C:5]2([CH3:19])[CH3:20]. The solvent is O1CCCC1 (tetrahydrofuran). The product is BrC1=CC=C(C(=O)C2=C(C=O)C=CC=C2)C=C1 (2-(4-bromobenzoyl)-benzaldehyde). Starting materials: [H-].[Al+3].[Li+].[H-].[H-].[H-] (lithium aluminum hydride), BrC1=CC=C(C(=O)C2=C(C(=O)O)C=CC=C2)C=C1 (2-(4-bromobenzoyl)-benzoic acid), S(=O)(=O)([O-])[O-].[Na+].[Na+] (sodium sulfate). Procedure: To a stirred solution of 8.2 g. of lithium aluminum hydride in 180 ml. of tetrahydrofuran was added 40 g. of 2-(4-bromobenzoyl)-benzoic acid in the course of 30 minutes. The mixture, after being kept at 25° for 2 hours, was cooled and 40 ml. of a saturated sodium sulfate solution was added slowly. The mixture was filtered and the filtrate concentrated. The resulting oily residue was dissolved in 32 ml. of acetic acid and 96 ml. of xylene. This solution was added to a mixture of 17.1 g. of seleni... Reaction SMILES: [H-].[Al+3].[Li+].[H-].[H-].[H-].[Br:7][C:8]1[CH:24]=[CH:23][C:11]([C:12]([C:14]2[CH:22]=[CH:21][CH:20]=[CH:19][C:15]=2[C:16](O)=[O:17])=[O:13])=[CH:10][CH:9]=1.S([O-])([O-])(=O)=O.[Na+].[Na+]>O1CCCC1>[Br:7][C:8]1[CH:24]=[CH:23][C:11]([C:12]([C:14]2[CH:22]=[CH:21][CH:20]=[CH:19][C:15]=2[CH:16]=[O:17])=[O:13])=[CH:10][CH:9]=1 |f:0.1.2.3.4.5,7.8.9|. Run at time 2 hour.